Task: describe an organic reaction: reactants, conditions, products, and yield. Dataset: the Open Reaction Database (ORD), a public repository of structured organic reaction records Starting materials: CC(C)=O, OCCCCCCCCCCCCC1CCCCC1, O, O=S(=O)(O)O. Yields the product O=C(O)CCCCCCCCCCCC1CCCCC1. As a reaction SMILES: [CH3:26][C:27](=[O:28])[CH3:29].[CH:2]1([CH2:8][CH2:9][CH2:10][CH2:11][CH2:12][CH2:13][CH2:14][CH2:15][CH2:16][CH2:17][CH2:18][CH2:19][OH:20])[CH2:3][CH2:4][CH2:5][CH2:6][CH2:7]1.[OH2:1].[S:21](=[O:22])(=[O:23])([OH:24])[OH:25]>>[OH:1][C:19]([CH2:18][CH2:17][CH2:16][CH2:15][CH2:14][CH2:13][CH2:12][CH2:11][CH2:10][CH2:9][CH2:8][CH:2]1[CH2:3][CH2:4][CH2:5][CH2:6][CH2:7]1)=[O:20]. Reactants: CN1CCNCC1, CCN(C(C)C)C(C)C, O=C(OC(Cl)(Cl)Cl)OC(Cl)(Cl)Cl, ClCCl, Cl, Cl, Cn1c(-c2cccc(N3CCCNCC3)c2)nc2ccccc21, [Na+], O=C([O-])O. Yields the product CN1CCN(C(=O)N2CCCN(c3cccc(-c4nc5ccccc5n4C)c3)CC2)CC1. Reaction SMILES: [CH3:47][N:48]1[CH2:49][CH2:50][NH:51][CH2:52][CH2:53]1.[CH:38]([N:39]([CH2:40][CH3:41])[CH:42]([CH3:43])[CH3:44])([CH3:45])[CH3:46].[Cl:1][C:2]([Cl:3])([O:4][C:5]([O:6][C:7]([Cl:8])([Cl:9])[Cl:10])=[O:11])[Cl:12].[Cl:59][CH2:60][Cl:61].[ClH:13].[ClH:14].[N:15]1([c:22]2[cH:23][c:24](-[c:28]3[n:29][c:30]4[c:31]([n:32]3[CH3:33])[cH:34][cH:35][cH:36][cH:37]4)[cH:25][cH:26][cH:27]2)[CH2:16][CH2:17][NH:18][CH2:19][CH2:20][CH2:21]1.[Na+:58].[O-:54][C:55]([OH:56])=[O:57]>>[C:5](=[O:11])([N:18]1[CH2:17][CH2:16][N:15]([c:22]2[cH:23][c:24](-[c:28]3[n:29][c:30]4[c:31]([n:32]3[CH3:33])[cH:34][cH:35][cH:36][cH:37]4)[cH:25][cH:26][cH:27]2)[CH2:21][CH2:20][CH2:19]1)[N:51]1[CH2:50][CH2:49][N:48]([CH3:47])[CH2:53][CH2:52]1. The reactants are CN(C)CC1=CC=C(O1)CSCCN (2-[[[5-(Dimethylamino)methyl-2-furanyl]methyl]thio]ethanamine), CSC(=C[N+](=O)[O-])SC (1,1-bis(methylthio)-2-nitroethene), C(C)#N (acetonitrile). Yields the product CN(C)CC1=CC=C(O1)CSCCNC(=C[N+](=O)[O-])NC (N-[2-[[[5-(Dimethylamino)methyl-2-furanyl]methyl]thio]ethyl]-N'-methyl-2-nitro-1,1-ethenediamine), Example 15. Reaction SMILES: [CH3:1][N:2]([CH2:4][C:5]1[O:9][C:8]([CH2:10][S:11][CH2:12][CH2:13][NH2:14])=[CH:7][CH:6]=1)[CH3:3].CS[C:17](SC)=[CH:18][N+:19]([O-:21])=[O:20].[C:24](#[N:26])C>>[CH3:3][N:2]([CH2:4][C:5]1[O:9][C:8]([CH2:10][S:11][CH2:12][CH2:13][NH:14][C:17]([NH:26][CH3:24])=[CH:18][N+:19]([O-:21])=[O:20])=[CH:7][CH:6]=1)[CH3:1]. Reported procedure: 2-[[[5-(Dimethylamino)methyl-2-furanyl]methyl]thio]ethanamine (4.25 g) and 1,1-bis(methylthio)-2-nitroethene (3.3 g) were refluxed in acetonitrile (50 ml) for 14 hr. Solvent was removed and the residue dissolved in 36% methanolic methylamine (50 ml) and the solution refluxed for 8 hr. Solvents were removed and the residue in methanol treated with charcoal. Filtration and evaporation of the solvent gave the title compound as Example 15 (5.0 g). Starting materials: CCCCCCCCCCCCCCCCCCN(CCCCCCCCCCCCCCCCCC)C(=O)Cl, CN1CCNCC1, c1ccccc1. The product is CCCCCCCCCCCCCCCCCCN(CCCCCCCCCCCCCCCCCC)C(=O)N1CCN(C)CC1. RXN SMILES: [CH2:8]([CH2:9][CH2:10][CH2:11][CH2:12][CH2:13][CH2:14][CH2:15][CH2:16][CH2:17][CH2:18][CH2:19][CH2:20][CH2:21][CH2:22][CH2:23][CH2:24][CH3:25])[N:26]([C:27](=[O:28])[Cl:29])[CH2:30][CH2:31][CH2:32][CH2:33][CH2:34][CH2:35][CH2:36][CH2:37][CH2:38][CH2:39][CH2:40][CH2:41][CH2:42][CH2:43][CH2:44][CH2:45][CH2:46][CH3:47].[CH3:1][N:2]1[CH2:3][CH2:4][NH:5][CH2:6][CH2:7]1.[cH:48]1[cH:49][cH:50][cH:51][cH:52][cH:53]1>>[CH3:1][N:2]1[CH2:3][CH2:4][N:5]([C:27]([N:26]([CH2:8][CH2:9][CH2:10][CH2:11][CH2:12][CH2:13][CH2:14][CH2:15][CH2:16][CH2:17][CH2:18][CH2:19][CH2:20][CH2:21][CH2:22][CH2:23][CH2:24][CH3:25])[CH2:30][CH2:31][CH2:32][CH2:33][CH2:34][CH2:35][CH2:36][CH2:37][CH2:38][CH2:39][CH2:40][CH2:41][CH2:42][CH2:43][CH2:44][CH2:45][CH2:46][CH3:47])=[O:28])[CH2:6][CH2:7]1. Reactants: COC(=O)C=1C=C(C=CC1)C1=CC(=CC=C1)NCCN(C(=O)OC(C)(C)C)C[C@H](O[Si](C)(C)C(C)(C)C)C1=CC(=CC=C1)Cl ((R)-3′-[[2-[[2-(3-chlorophenyl)-2-[[(tert-butyl)dimethylsilyl]oxy]ethyl][(tert-butoxy)carbonyl]amino]ethyl]amino]-[1,1′-biphenyl]-3-carboxylic acid methyl ester), C(C)OCC (Diethyl ether). Solvent: Cl (hydrochloric acid), O1CCOCC1 (dioxane). Reaction conditions: time 20 minute. Product: Cl.Cl.COC(=O)C=1C=C(C=CC1)C1=CC(=CC=C1)NCCNC[C@H](O)C1=CC(=CC=C1)Cl ((R)-3′-[[2-[[2-(3-Chlorophenyl)-2-hydroxyethyl]amino]ethyl]amino]-[1,1′-biphenyl]-3-carboxylic acid methyl ester dihydrochloride). Reaction SMILES: [CH3:1][O:2][C:3]([C:5]1[CH:6]=[C:7]([C:11]2[CH:16]=[CH:15][CH:14]=[C:13]([NH:17][CH2:18][CH2:19][N:20]([CH2:28][C@@H:29]([C:38]3[CH:43]=[CH:42][CH:41]=[C:40]([Cl:44])[CH:39]=3)[O:30][Si](C(C)(C)C)(C)C)C(OC(C)(C)C)=O)[CH:12]=2)[CH:8]=[CH:9][CH:10]=1)=[O:4].C(OCC)C>Cl.O1CCOCC1>[ClH:44].[ClH:44].[CH3:1][O:2][C:3]([C:5]1[CH:6]=[C:7]([C:11]2[CH:16]=[CH:15][CH:14]=[C:13]([NH:17][CH2:18][CH2:19][NH:20][CH2:28][C@@H:29]([C:38]3[CH:43]=[CH:42][CH:41]=[C:40]([Cl:44])[CH:39]=3)[OH:30])[CH:12]=2)[CH:8]=[CH:9][CH:10]=1)=[O:4] |f:4.5.6|. Procedure: A solution of (R)-3′-[[2-[[2-(3-chlorophenyl)-2-[[(tert-butyl)dimethylsilyl]oxy]ethyl][(tert-butoxy)carbonyl]amino]ethyl]amino]-[1,1′-biphenyl]-3-carboxylic acid methyl ester (275 mg) in 4 N hydrochloric acid in dioxane (10 mL) was stirred for 3 days. Diethyl ether was added and the reaction was stirred for 20 minutes. The title compound was collected by suction filtration as a white solid (210 mg);